Dataset: the Open Reaction Database (ORD), a public repository of structured organic reaction records. Task: describe an organic reaction: reactants, conditions, products, and yield Starting materials: [Li+].N1(CCCC1)C[C@H]1N(CCC1)C(=O)C1=CC=C(OCC2=CC=C(C(=O)[O-])C=C2)C=C1 (4-[4-(2-(S)-Pyrrolidin-1-ylmethyl-pyrrolidine-1-carbonyl)-phenoxymethyl]-benzoic acid lithium salt), N1CCC1 (azetidine). Product: N1(CCC1)C(=O)C1=CC=C(COC2=CC=C(C=C2)C(=O)N2[C@@H](CCC2)CN2CCCC2)C=C1 ({4-[4-(Azetidine-1-carbonyl)-benzyloxy]-phenyl}-(2-(S)-pyrrolidin-1-ylmethyl-pyrrolidin-1-yl)-methanone). Reaction SMILES: [Li+].[N:2]1([CH2:7][C@@H:8]2[CH2:12][CH2:11][CH2:10][N:9]2[C:13]([C:15]2[CH:31]=[CH:30][C:18]([O:19][CH2:20][C:21]3[CH:29]=[CH:28][C:24]([C:25]([O-:27])=O)=[CH:23][CH:22]=3)=[CH:17][CH:16]=2)=[O:14])[CH2:6][CH2:5][CH2:4][CH2:3]1.[NH:32]1[CH2:35][CH2:34][CH2:33]1>>[N:32]1([C:25]([C:24]2[CH:28]=[CH:29][C:21]([CH2:20][O:19][C:18]3[CH:17]=[CH:16][C:15]([C:13]([N:9]4[CH2:10][CH2:11][CH2:12][C@H:8]4[CH2:7][N:2]4[CH2:3][CH2:4][CH2:5][CH2:6]4)=[O:14])=[CH:31][CH:30]=3)=[CH:22][CH:23]=2)=[O:27])[CH2:35][CH2:34][CH2:33]1 |f:0.1|. Reported procedure: The title compound is prepared in a manner substantially analogous to Procedure D from 4-[4-(2-(S)-Pyrrolidin-1-ylmethyl-pyrrolidine-1-carbonyl)-phenoxymethyl]-benzoic acid lithium salt and azetidine. MS (ES+) 448.2 Starting materials: CC(C)N(CC1CN(Cc2ccccc2)CC1CN(C(C)C)S(=O)(=O)c1ccccc1[N+](=O)[O-])C(=O)OC(C)(C)C, C1CCC2=NCCCN2CC1, CC#N, OCCS. Yields the product CC(C)NCC1CN(Cc2ccccc2)CC1CN(C(=O)OC(C)(C)C)C(C)C. Reaction SMILES: [C:1]([CH3:2])([CH3:3])([CH3:4])[O:5][C:6]([N:7]([CH:8]([CH3:9])[CH3:10])[CH2:11][CH:12]1[CH2:13][N:14]([CH2:34][c:35]2[cH:36][cH:37][cH:38][cH:39][cH:40]2)[CH2:15][CH:16]1[CH2:17][N:18]([S:19]([c:20]1[cH:21][cH:22][cH:23][cH:24][c:25]1[N+:26]([O-:27])=[O:28])(=[O:29])=[O:30])[CH:31]([CH3:32])[CH3:33])=[O:41].[CH2:46]1[CH2:47][CH2:48][C:49]2=[N:54][CH2:53][CH2:52][CH2:51][N:50]2[CH2:55][CH2:56]1.[CH3:57][C:58]#[N:59].[SH:42][CH2:43][CH2:44][OH:45]>>[C:1]([CH3:2])([CH3:3])([CH3:4])[O:5][C:6]([N:7]([CH:8]([CH3:9])[CH3:10])[CH2:11][CH:12]1[CH2:13][N:14]([CH2:34][c:35]2[cH:36][cH:37][cH:38][cH:39][cH:40]2)[CH2:15][CH:16]1[CH2:17][NH:18][CH:31]([CH3:32])[CH3:33])=[O:41]. The reactants are NC1=CC=C(C(=O)OC)C=C1 (Methyl 4-aminobenzoate), S(=O)(=O)(Cl)Cl (sulphuryl chloride), C(Cl)(Cl)Cl (chloroform), [OH-].[Na+] (sodium hydroxide), S(=O)(=O)(Cl)Cl (sulphuryl chloride). Conditions: time 2 hour. Yields the product NC1=C(C=C(C(=O)OC)C=C1Cl)Cl (methyl 4-amino-3,5-dichlorobenzoate). RXN SMILES: [NH2:1][C:2]1C=[CH:10][C:5]([C:6]([O:8][CH3:9])=[O:7])=[CH:4][CH:3]=1.S(Cl)([Cl:15])(=O)=O.[OH-].[Na+].[CH:19]([Cl:22])(Cl)Cl>>[NH2:1][C:2]1[C:3]([Cl:15])=[CH:4][C:5]([C:6]([O:8][CH3:9])=[O:7])=[CH:10][C:19]=1[Cl:22] |f:2.3|. Procedure details: Methyl 4-aminobenzoate (25 g.) in dry chloroform (250 ml.) was treated dropwise with sulphuryl chloride (10 ml.) and the mixture heated at reflux for 4 hours. A further supply of sulphuryl chloride (10 ml.) was added and heating continued for a further 2 hours. The reaction mixture was poured onto ice and 2N sodium hydroxide solution was added. The organic solution was separated and the aqueous phase extracted with ethyl acetate. The combined organic solution was dried (anhydrous magnesium sulph... Reactants: CCOC(=O)C=C(C)c1cc2cccc(-c3cc(C(C)C)cc(C(C)C)c3OCC(F)F)c2o1, C1CCOC1, CO, [Li+], [OH-]. The product is CC(=CC(=O)O)c1cc2cccc(-c3cc(C(C)C)cc(C(C)C)c3OCC(F)F)c2o1. Reaction SMILES: [CH2:1]([CH3:2])[O:3][C:4]([CH:5]=[C:6]([CH3:7])[c:8]1[cH:9][c:10]2[c:11]([o:12]1)[c:13](-[c:17]1[c:18]([O:29][CH2:30][CH:31]([F:32])[F:33])[c:19]([CH:26]([CH3:27])[CH3:28])[cH:20][c:21]([CH:23]([CH3:24])[CH3:25])[cH:22]1)[cH:14][cH:15][cH:16]2)=[O:34].[CH2:35]1[O:36][CH2:37][CH2:38][CH2:39]1.[CH3:42][OH:43].[Li+:41].[OH-:40]>>[O:3]=[C:4]([CH:5]=[C:6]([CH3:7])[c:8]1[cH:9][c:10]2[c:11]([o:12]1)[c:13](-[c:17]1[c:18]([O:29][CH2:30][CH:31]([F:32])[F:33])[c:19]([CH:26]([CH3:27])[CH3:28])[cH:20][c:21]([CH:23]([CH3:24])[CH3:25])[cH:22]1)[cH:14][cH:15][cH:16]2)[OH:34]. The reactants are O (water), OC1=C(C=CC=C1)C=1C=C(COCC(=O)OCC)C=CC1 (Ethyl 3-(2-hydroxyphenyl)benzyloxyacetate), B(F)(F)F.CCOCC (boron trifluoride etherate), C(C)(=O)O[C@H](C=O)[C@H](OC(C)=O)[C@H](OC(C)=O)[C@@H](OC(C)=O)C (L-Fucose tetraacetate). Solvent: ClCCCl (1,2-dichloroethane). Run at time 8 hour. Product: C(C)(=O)O[C@@H]1[C@@H](O[C@H]([C@H]([C@H]1OC(C)=O)OC(C)=O)C)OC1=C(C=CC=C1)C=1C=C(COCC(=O)OCC)C=CC1 (ethyl 3-(2-(2,3,4-tri-O acetyl-α-L-fucopyranosyloxy)phenyl)benzyloxyacetate). Yield: 60.3%. As a reaction SMILES: [OH:1][C:2]1[CH:7]=[CH:6][CH:5]=[CH:4][C:3]=1[C:8]1[CH:9]=[C:10]([CH:19]=[CH:20][CH:21]=1)[CH2:11][O:12][CH2:13][C:14]([O:16][CH2:17][CH3:18])=[O:15].C([O:25][C@@H:26]([C@@H:29]([C@@H:34]([C@H:39]([CH3:44])[O:40][C:41](=[O:43])[CH3:42])[O:35][C:36](=[O:38])[CH3:37])[O:30][C:31](=[O:33])[CH3:32])[CH:27]=O)(=O)C.B(F)(F)F.CCOCC.O>ClCCCl>[C:41]([O:40][C@H:39]1[C@H:34]([O:35][C:36](=[O:38])[CH3:37])[C@H:29]([O:30][C:31](=[O:33])[CH3:32])[C@H:26]([CH3:27])[O:25][C@H:44]1[O:1][C:2]1[CH:7]=[CH:6][CH:5]=[CH:4][C:3]=1[C:8]1[CH:9]=[C:10]([CH:19]=[CH:20][CH:21]=1)[CH2:11][O:12][CH2:13][C:14]([O:16][CH2:17][CH3:18])=[O:15])(=[O:43])[CH3:42] |f:2.3|. Procedure details: Part C: Ethyl 3-(2-hydroxyphenyl)benzyloxyacetate (0.85 g, 2.97 mmol) was dissolved in 1,2-dichloroethane (25 ml) in a dry 50 ml flask. L-Fucose tetraacetate (1.97 g, 5.94 mmol) was added in one portion, then boron trifluoride etherate (1.86 ml, 14.84 mmol) was added slowly. The mixture was stirred under nitrogen overnight at room temperature then mixed with water (50 ml). The organic material was separated and the aqueous portion was extracted with dichloromethane (3×5 ml). The extracts were co... The reactants are C(C)(C)(C)C1=NC=CC(=C1N)N1C[C@@H](CCC1)O[Si](C)(C)C(C)(C)C (tert-butyl (R)-4-(3-(tert-butyldimethylsilyloxy)piperidin-1-yl)pyridin-3-amine), NC=1C(=NC(=CC1)Br)C(=O)O (3-amino-6-bromopicolinic acid). Product: NC=1C(=NC(=CC1)Br)C(=O)NC=1C=NC=CC1N1C[C@@H](CCC1)O[Si](C)(C)C(C)(C)C ((R)-3-amino-6-bromo-N-(4-(3-(tert-butyldimethyl-silyloxy)piperidin-1-yl)pyridin-3-yl)picolinamide). Reaction SMILES: C([C:5]1[C:10]([NH2:11])=[C:9]([N:12]2[CH2:17][CH2:16][CH2:15][C@@H:14]([O:18][Si:19]([C:22]([CH3:25])([CH3:24])[CH3:23])([CH3:21])[CH3:20])[CH2:13]2)[CH:8]=[CH:7][N:6]=1)(C)(C)C.[NH2:26][C:27]1[C:28]([C:34](O)=[O:35])=[N:29][C:30]([Br:33])=[CH:31][CH:32]=1>>[NH2:26][C:27]1[C:28]([C:34]([NH:11][C:10]2[CH:5]=[N:6][CH:7]=[CH:8][C:9]=2[N:12]2[CH2:17][CH2:16][CH2:15][C@@H:14]([O:18][Si:19]([C:22]([CH3:23])([CH3:24])[CH3:25])([CH3:21])[CH3:20])[CH2:13]2)=[O:35])=[N:29][C:30]([Br:33])=[CH:31][CH:32]=1. Procedure: Following Method 11 of Example 305, tert-butyl (R)-4-(3-(tert-butyldimethylsilyloxy)piperidin-1-yl)pyridin-3-amine was coupled to 3-amino-6-bromopicolinic acid yielding (R)-3-amino-6-bromo-N-(4-(3-(tert-butyldimethyl-silyloxy)piperidin-1-yl)pyridin-3-yl)picolinamide. LCMS (m/z): 506.2 (MH+); LC Rt=4.03 min. The reactants are Cl.NCCOC=1C=C(C=NC1)C=1C=C2CCC(N(C2=CC1F)C)=O (6-[5-(2-Amino-ethoxy)-pyridin-3-yl]-7-fluoro-1-methyl-3,4-dihydro-1H-quinolin-2-one hydrochloride), ClC=1C(=NC=CC1)C(=O)O (3-chloro-pyridine-2-carboxylic acid). The product is FC1=C(C=C2CCC(N(C2=C1)C)=O)C=1C=C(C=NC1)OCCNC(=O)C1=NC=CC=C1Cl (3-Chloro-pyridine-2-carboxylic acid {2-[5-(7-fluoro-1-methyl-2-oxo-1,2,3,4-tetrahydro-quinolin-6-yl)-pyridin-3-yloxy]-ethyl}-amide). As a reaction SMILES: Cl.[NH2:2][CH2:3][CH2:4][O:5][C:6]1[CH:7]=[C:8]([C:12]2[CH:13]=[C:14]3[C:19](=[CH:20][C:21]=2[F:22])[N:18]([CH3:23])[C:17](=[O:24])[CH2:16][CH2:15]3)[CH:9]=[N:10][CH:11]=1.[Cl:25][C:26]1[C:27]([C:32](O)=[O:33])=[N:28][CH:29]=[CH:30][CH:31]=1>>[F:22][C:21]1[CH:20]=[C:19]2[C:14]([CH2:15][CH2:16][C:17](=[O:24])[N:18]2[CH3:23])=[CH:13][C:12]=1[C:8]1[CH:7]=[C:6]([O:5][CH2:4][CH2:3][NH:2][C:32]([C:27]2[C:26]([Cl:25])=[CH:31][CH:30]=[CH:29][N:28]=2)=[O:33])[CH:11]=[N:10][CH:9]=1 |f:0.1|. Procedure: In analogy to the procedure described for the preparation of example 75, 6-[5-(2-amino-ethoxy)-pyridin-3-yl]-7-fluoro-1-methyl-3,4-dihydro-1H-quinolin-2-one hydrochloride (example 238) has been coupled with 3-chloro-pyridine-2-carboxylic acid to give the title compound as an off-white solid. MS: 455.3 (M+H+). Reactants: [H-].[Al+3].[Li+].[H-].[H-].[H-] (Lithium aluminium hydride), C(#N)CC1CC2C(OC(C2)C2=CC=C(C=C2)F)O1 (2-(cyanomethyl)-5-(4-fluorophenyl)hexahydrofuro[2,3-b]furan), O (water), [OH-].[Na+] (sodium hydroxide), O (water). Conditions: time 8 hour. Procedure details: Lithium aluminium hydride (92 mg, 2.5 mmol) was added to a stirred solution of 2-(cyanomethyl)-5-(4-fluorophenyl)hexahydrofuro[2,3-b]furan (300 mg, 1.2 mmol) in dry THF. The reaction mixture was stirred overnight and water (0.9 ml), 15% sodium hydroxide (0.9 ml) and water (2.7 ml) are added in succession. The white percipitate was filtered off and the solvent removed under reduced pressure to give crude 5-(2-aminoethyl)-2-(4-fluorophenyl)hexahydrofuro[2,3-b]furan which is used directly in the ne... Run in C1CCOC1 (THF). Product: NCCC1CC2C(O1)OC(C2)C2=CC=C(C=C2)F (5-(2-aminoethyl)-2-(4-fluorophenyl)hexahydrofuro[2,3-b]furan). Reaction SMILES: [H-].[Al+3].[Li+].[H-].[H-].[H-].[C:7]([CH2:9][CH:10]1[O:24][CH:13]2[O:14][CH:15]([C:17]3[CH:22]=[CH:21][C:20]([F:23])=[CH:19][CH:18]=3)[CH2:16][CH:12]2[CH2:11]1)#[N:8].O.[OH-].[Na+]>C1COCC1>[NH2:8][CH2:7][CH2:9][CH:10]1[O:24][CH:13]2[O:14][CH:15]([C:17]3[CH:18]=[CH:19][C:20]([F:23])=[CH:21][CH:22]=3)[CH2:16][CH:12]2[CH2:11]1 |f:0.1.2.3.4.5,8.9|.